Dataset: the Open Reaction Database (ORD), a public repository of structured organic reaction records. Task: describe an organic reaction: reactants, conditions, products, and yield The reactants are BrBr (bromine), CS (methanethiol), CC(C(=O)OCC)(C=C)C (Ethyl 2,2-dimethyl-3-butenoate). Run in C(Cl)(Cl)(Cl)Cl (CCl4). Reaction conditions: time 8 hour. The product is CC(C(=O)O)(C=CSC)C (2,2-dimethyl-4-methylthio-3-butenoic acid). Isolated yield 52.1%. Reaction SMILES: [CH3:1][SH:2].BrBr.[CH3:5][C:6]([CH3:14])([CH:12]=[CH2:13])[C:7]([O:9]CC)=[O:8]>C(Cl)(Cl)(Cl)Cl>[CH3:5][C:6]([CH3:14])([CH:12]=[CH:13][S:2][CH3:1])[C:7]([OH:9])=[O:8]. Reported procedure: A solution of methanethiol (8 g) in CCl4 was stirred and treated dropwise at -25° C. with bromine (26.6 g). Ethyl 2,2-dimethyl-3-butenoate (23 g) was then added dropwise at that temperature over two hours. Following the addition, the solution was allowed to warm to room temperature, then concentrated in vacuo. NMR showed near complete conversion to the 4-bromo-3-methylthio ester (38 g). The residual oil was then heated one hour on a steam bath to effect conversion to the thermodynamically favore...